This data is from the Open Reaction Database (ORD), a public repository of structured organic reaction records. The task is: describe an organic reaction: reactants, conditions, products, and yield Procedure details: 2.5 g of 1α,24-dihydroxycholesterol was mixed with 2.10 g of benzoyl chloride and 40 ml. of pyridine, and the mixture was allowed to stand for one day at 20° C. Product: C(C1=CC=CC=C1)(=O)O.C(C1=CC=CC=C1)(=O)O.O[C@H]1C[C@@H](CC2=CC[C@H]3[C@@H]4CC[C@H]([C@@H](CCC(C(C)C)O)C)[C@]4(CC[C@@H]3[C@@]12C)C)O (1α,24-dihydroxycholesterol dibenzoate). Conditions: time 1 day. Solvent: N1=CC=CC=C1 (pyridine). As a reaction SMILES: [OH:1][C@@H:2]1[C@@:27]2([CH3:28])[C:6](=[CH:7][CH2:8][C@@H:9]3[C@@H:26]2[CH2:25][CH2:24][C@@:23]2([CH3:29])[C@H:10]3[CH2:11][CH2:12][C@@H:13]2[C@H:14]([CH3:22])[CH2:15][CH2:16][CH:17]([OH:21])[CH:18]([CH3:20])[CH3:19])[CH2:5][C@@H:4]([OH:30])[CH2:3]1.[C:31](Cl)(=[O:38])[C:32]1[CH:37]=[CH:36][CH:35]=[CH:34][CH:33]=1>N1C=CC=CC=1>[C:2]([OH:1])(=[O:38])[C:27]1[CH:6]=[CH:7][CH:8]=[CH:9][CH:26]=1.[C:31]([OH:38])(=[O:1])[C:32]1[CH:37]=[CH:36][CH:35]=[CH:34][CH:33]=1.[OH:1][C@@H:2]1[C@@:27]2([CH3:28])[C:6](=[CH:7][CH2:8][C@@H:9]3[C@@H:26]2[CH2:25][CH2:24][C@@:23]2([CH3:29])[C@H:10]3[CH2:11][CH2:12][C@@H:13]2[C@H:14]([CH3:22])[CH2:15][CH2:16][CH:17]([OH:21])[CH:18]([CH3:20])[CH3:19])[CH2:5][C@@H:4]([OH:30])[CH2:3]1 |f:3.4.5|. Starting materials: O[C@H]1C[C@@H](CC2=CC[C@H]3[C@@H]4CC[C@H]([C@@H](CCC(C(C)C)O)C)[C@]4(CC[C@@H]3[C@@]12C)C)O (1α,24-dihydroxycholesterol), C(C1=CC=CC=C1)(=O)Cl (benzoyl chloride). Reactants: CC(C)(C)OC(=O)Nc1ccccc1-c1oc2ccc(CBr)cc2c1Br, CCc1nc2c(C)cc(C)nc2[nH]1, [H-], [Na+], CN(C)C=O, O. Product: CCc1nc2c(C)cc(C)nc2n1Cc1ccc2oc(-c3ccccc3NC(=O)OC(C)(C)C)c(Br)c2c1. Reaction SMILES: [Br:16][c:17]1[c:18](-[c:28]2[c:29]([NH:34][C:35]([O:36][C:37]([CH3:38])([CH3:39])[CH3:40])=[O:41])[cH:30][cH:31][cH:32][cH:33]2)[o:19][c:20]2[c:21]1[cH:22][c:23]([CH2:26][Br:27])[cH:24][cH:25]2.[CH3:3][c:4]1[cH:5][c:6]([CH3:15])[c:7]2[c:8]([n:9]1)[nH:10][c:11]([CH2:13][CH3:14])[n:12]2.[H-:1].[Na+:2].[O:43]=[CH:44][N:45]([CH3:46])[CH3:47].[OH2:42]>>[CH3:3][c:4]1[cH:5][c:6]([CH3:15])[c:7]2[c:8]([n:9]1)[n:10]([CH2:26][c:23]1[cH:22][c:21]3[c:17]([Br:16])[c:18](-[c:28]4[c:29]([NH:34][C:35]([O:36][C:37]([CH3:38])([CH3:39])[CH3:40])=[O:41])[cH:30][cH:31][cH:32][cH:33]4)[o:19][c:20]3[cH:25][cH:24]1)[c:11]([CH2:13][CH3:14])[n:12]2. Starting materials: CC(=O)OC(C)=O, Cc1ccccc1, CC(=O)[O-], O=Cc1ccccc1Cl, [K+], [Na+], [OH-]. Product: O=C(O)C=Cc1ccccc1Cl. Reaction SMILES: [CH3:15][C:16]([O:17][C:18](=[O:19])[CH3:20])=[O:21].[CH3:24][c:25]1[cH:26][cH:27][cH:28][cH:29][cH:30]1.[CH3:2][C:3]([O-:4])=[O:5].[Cl:6][c:7]1[c:8]([CH:9]=[O:10])[cH:11][cH:12][cH:13][cH:14]1.[K+:1].[Na+:23].[OH-:22]>>[CH:2]([C:3]([OH:4])=[O:5])=[CH:9][c:8]1[c:7]([Cl:6])[cH:14][cH:13][cH:12][cH:11]1. The reactants are CN(C)CC1=CC=C(O1)CSCCN (2-[[[5-(Dimethylamino)methyl-2-furanyl]methyl]thio]ethanamine), C(C)(C)N=C=O (isopropylisocyanate). Run in C(C)#N (acetonitrile). Conditions: time 8 hour. Product: CN(C)CC1=CC=C(O1)CSCCNC(=O)NC(C)C (2-[[[5-(dimethylamino)methyl-2-furanyl]methyl]thio]ethyl-N'-(1-methylethyl)urea). Isolated yield 93.7%. RXN SMILES: [CH3:1][N:2]([CH2:4][C:5]1[O:9][C:8]([CH2:10][S:11][CH2:12][CH2:13][NH2:14])=[CH:7][CH:6]=1)[CH3:3].[CH:15]([N:18]=[C:19]=[O:20])([CH3:17])[CH3:16]>C(#N)C>[CH3:3][N:2]([CH2:4][C:5]1[O:9][C:8]([CH2:10][S:11][CH2:12][CH2:13][NH:14][C:19]([NH:18][CH:15]([CH3:17])[CH3:16])=[O:20])=[CH:7][CH:6]=1)[CH3:1]. Procedure: 2-[[[5-(Dimethylamino)methyl-2-furanyl]methyl]thio]ethanamine (2.14 g) and isopropylisocyanate (0.89 g) were dissolved in acetonitrile and allowed to stand overnight. Solvents were removed and the residue recrystallised from methanol:ether to give N-[2-[[[5-(dimethylamino)methyl-2-furanyl]methyl]thio]ethyl-N'-(1-methylethyl)urea as crystals m.p. 65°-67° (2.8 g). Reactants: resin, C1=C(C=CC=2C3=CC=CC=C3CC12)C=O (2-fluorenecarboxaldehyde), C(C)(=O)[O-].[NH4+] (ammonium acetate), FC1=CC=C(C=C1)C(=O)C(=O)C1=CC=C(C=C1)F (4,4′-difluorobenzil), 2,2′-(ethylenedioxy)bisethylenediamine, C(C)(C)N(CC)C(C)C (diisopropylethylamine), ClC(=O)OC1=CC=C(C=C1)[N+](=O)[O-] (4-nitrophenyl chloroformate), resin, N1=CC=CC=C1 (pyridine). The solvent is C(C)(=O)O (acetic acid), CN(C=O)C (DMF), C(Cl)Cl (CH2Cl2), C(Cl)Cl (CH2Cl2). Reaction conditions: time 12 hour. Product: NCCOCCOCCN1C(=NC(=C1C1=CC=C(C=C1)F)C1=CC=C(C=C1)F)C1=CC=2CC3=CC=CC=C3C2C=C1 (1-(8-amino-3,6-dioxaoctyl)-2-(2-fluorenyl)-4,5-bis(4-fluorophenyl)imidazole). As a reaction SMILES: ClC([O:4][C:5]1[CH:10]=CC([N+]([O-])=O)=CC=1)=O.C([N:17]([CH:20]([CH3:22])C)CC)(C)C.[CH:23]1[C:35]2[CH2:34][C:33]3[C:28](=[CH:29][CH:30]=[CH:31][CH:32]=3)[C:27]=2[CH:26]=[CH:25][C:24]=1C=O.[C:38]([O-:41])(=O)[CH3:39].[NH4+:42].[F:43][C:44]1[CH:49]=[CH:48][C:47]([C:50]([C:52]([C:54]2[CH:59]=[CH:58][C:57]([F:60])=[CH:56][CH:55]=2)=O)=O)=[CH:46][CH:45]=1.[N:61]1[CH:66]=CC=CC=1>C(Cl)Cl.CN(C)C=O.C(O)(=O)C>[NH2:17][CH2:20][CH2:22][O:4][CH2:5][CH2:10][O:41][CH2:38][CH2:39][N:42]1[C:50]([C:47]2[CH:48]=[CH:49][C:44]([F:43])=[CH:45][CH:46]=2)=[C:52]([C:54]2[CH:59]=[CH:58][C:57]([F:60])=[CH:56][CH:55]=2)[N:61]=[C:66]1[C:24]1[CH:25]=[CH:26][C:27]2[C:28]3[C:33](=[CH:32][CH:31]=[CH:30][CH:29]=3)[CH2:34][C:35]=2[CH:23]=1 |f:3.4|. Procedure: A solution of 4-nitrophenyl chloroformate (0.8 g, 4 mmol) in CH2Cl2 was added to a Wang resin (1 mmol) in CH2Cl2 (9 mL) and pyridine (3 mL). After shaking for 12 h, the resin was washed with 10% dimethylformamide (DMF) in CH2Cl2. A solution of 2,2′-(ethylenedioxy)bisethylenediamine (1.5 g, 10 mmol) and diisopropylethylamine (0.6 g, 5 mmol) in DMF was added to the resin. After shaking for 12 h, the resin was washed with DMF. The resin (7 μmol), 2-fluorenecarboxaldehyde (13 mg, 0.07 mmol), ammoniu...